From a dataset of the Open Reaction Database (ORD), a public repository of structured organic reaction records. describe an organic reaction: reactants, conditions, products, and yield Reaction SMILES: [C:3]([CH3:4])([CH3:5])([CH3:6])[O:7][C:8]([NH:9][CH:10]([CH2:11][C:12]([CH2:13][CH2:14][c:15]1[cH:16][cH:17][c:18]([O:21][CH2:22][CH:23]2[O:24][C:25]([CH3:28])([CH3:29])[O:26][CH2:27]2)[cH:19][cH:20]1)([CH3:30])[CH3:31])[CH2:32][N:33]1[C:34](=[O:35])[c:36]2[c:37]([cH:38][cH:39][cH:40][cH:41]2)[C:42]1=[O:43])=[O:44].[CH2:50]1[O:51][CH2:52][CH2:53][CH2:54]1.[CH3:45][CH2:46][O:47][CH2:48][CH3:49].[CH3:55][CH2:56][OH:57].[NH2:1][NH2:2]>>[C:3]([CH3:4])([CH3:5])([CH3:6])[O:7][C:8]([NH:9][CH:10]([CH2:11][C:12]([CH2:13][CH2:14][c:15]1[cH:16][cH:17][c:18]([O:21][CH2:22][CH:23]2[O:24][C:25]([CH3:28])([CH3:29])[O:26][CH2:27]2)[cH:19][cH:20]1)([CH3:30])[CH3:31])[CH2:32][NH2:33])=[O:44]. Starting materials: CC(C)(CCc1ccc(OCC2COC(C)(C)O2)cc1)CC(CN1C(=O)c2ccccc2C1=O)NC(=O)OC(C)(C)C, C1CCOC1, CCOCC, CCO, NN. The product is CC(C)(CCc1ccc(OCC2COC(C)(C)O2)cc1)CC(CN)NC(=O)OC(C)(C)C. The reactants are NC1=C(C=C(C=C1Cl)C(CNCCCCCCOCCCC1=CC=C(O1)C(=O)N(CC)CC)O)Cl (5-[3-[[6-[[2-(4-amino-3,5-dichlorophenyl)-2-hydroxyethyl]amino]hexyl]oxy]propyl]-N,N-diethyl-2-furancarboxamide), [H-].[Al+3].[Li+].[H-].[H-].[H-] (lithium aluminium hydride). Solvent: C1=CC=CC=C1 (benzene), CCOCC (ether). Reaction conditions: time 24 hour. The product is NC1=C(C=C(C=C1Cl)C(O)CNCCCCCCOCCCC=1OC(=CC1)CN(CC)CC)Cl (4-Amino-3,5-dichloro-α-[[[6-[3-[5-[(diethylamino)methyl]-2-furanyl]propoxy]hexyl]amino]methyl]benzenemethanol). Isolated yield 73.0%. RXN SMILES: [NH2:1][C:2]1[C:7]([Cl:8])=[CH:6][C:5]([CH:9]([OH:34])[CH2:10][NH:11][CH2:12][CH2:13][CH2:14][CH2:15][CH2:16][CH2:17][O:18][CH2:19][CH2:20][CH2:21][C:22]2[O:26][C:25]([C:27]([N:29]([CH2:32][CH3:33])[CH2:30][CH3:31])=O)=[CH:24][CH:23]=2)=[CH:4][C:3]=1[Cl:35].[H-].[Al+3].[Li+].[H-].[H-].[H-]>C1C=CC=CC=1.CCOCC>[NH2:1][C:2]1[C:7]([Cl:8])=[CH:6][C:5]([CH:9]([CH2:10][NH:11][CH2:12][CH2:13][CH2:14][CH2:15][CH2:16][CH2:17][O:18][CH2:19][CH2:20][CH2:21][C:22]2[O:26][C:25]([CH2:27][N:29]([CH2:30][CH3:31])[CH2:32][CH3:33])=[CH:24][CH:23]=2)[OH:34])=[CH:4][C:3]=1[Cl:35] |f:1.2.3.4.5.6|. Reported procedure: A solution of 5-[3-[[6-[[2-(4-amino-3,5-dichlorophenyl)-2-hydroxyethyl]amino]hexyl]oxy]propyl]-N,N-diethyl-2-furancarboxamide (0.83 g) in benzene (6 ml) was added dropwise over 10 min to a stirred suspension of lithium aluminium hydride (175 mg) in dry ether (15 ml) under nitrogen. The mixture was stirred under nitrogen at 22° for 24 h, then quenched sequentially with water (1 ml), 2N sodium hydroxide solution (1 ml) and water (2 ml). The mixture was filtered through hyflo and the solids washed ... Starting materials: O=C1NC2=C(N1)C=CC(=C2)OC[C@@H](C2=CC=CC=C2)NC(OC(C)(C)C)=O (tert-Butyl {(1R)-2-[(2-oxo-2,3-dihydro-1H-benzimidazol-5-yl)oxy]-1-phenylethyl}carbamate), O=C1NC2=C(N1)C=CC(=C2)OC[C@@H](C2=CC=CC=C2)NC(OC(C)(C)C)=O (tert-Butyl {(1R)-2-[(2-oxo-2,3-dihydro-1H-benzimidazol-5-yl)oxy]-1-phenylethyl}carbamate), Cl (HCl). Solvent: C1CCOC1 (THF). Yields the product Cl.N[C@@H](COC1=CC2=C(NC(N2)=O)C=C1)C1=CC=CC=C1 (5-[(2R)-2-amino-2-phenylethoxy]-1,3-dihydro-2H-benzimidazol-2-one hydrochloride). Reaction SMILES: [O:1]=[C:2]1[NH:6][C:5]2[CH:7]=[CH:8][C:9]([O:11][CH2:12][C@H:13]([NH:20]C(=O)OC(C)(C)C)[C:14]3[CH:19]=[CH:18][CH:17]=[CH:16][CH:15]=3)=[CH:10][C:4]=2[NH:3]1.[ClH:28]>C1COCC1>[ClH:28].[NH2:20][C@H:13]([C:14]1[CH:19]=[CH:18][CH:17]=[CH:16][CH:15]=1)[CH2:12][O:11][C:9]1[CH:8]=[CH:7][C:5]2[NH:6][C:2](=[O:1])[NH:3][C:4]=2[CH:10]=1 |f:3.4|. Reported procedure: tert-Butyl {(1R)-2-[(2-oxo-2,3-dihydro-1H-benzimidazol-5-yl)oxy]-1-phenylethyl}carbamate (Intermediate 7) (67 mg, 0.18 mmol) was placed in a 10-mL RBF under a nitrogen atmosphere and dissolved in THF (2 mL). HCl (1 mL, 4.0 mmol) (4M in 1,4-dioxane) was added, and the reaction was stirred at room temperature for sixteen hours. The reaction then concentrated in vacuo, with repeated cycles of dilution/concentration with THF to minimize the residual HCl, to afford 5-[(2R)-2-amino-2-phenylethoxy]-1,3... Starting materials: C(C(C)(C)C)(=O)NC(NC1=CC=C(C=N1)OC1=CC(=NC=C1)NC(OC(=C)C)=O)=O (prop-1-en-2-yl (4-((6-(3-pivaloylureido)pyridin-3-yl)oxy)pyridin-2-yl)carbamate), Cl.CN (methylamine hydrochloride), CN1CCCC1 (N-methylpyrrolidine). Run in O1CCOCC1 (dioxane). Run at time 15 minute. Yields the product CNC(NC1=NC=CC(=C1)OC=1C=CC(=NC1)NC(=O)NC(C(C)(C)C)=O)=O (N-((5-((2-(3-methylureido)pyridin-4-yl)oxy)pyridin-2-yl)carbamoyl)pivalamide). The yield is 130.7%. RXN SMILES: [C:1]([NH:7][C:8](=[O:30])[NH:9][C:10]1[N:15]=[CH:14][C:13]([O:16][C:17]2[CH:22]=[CH:21][N:20]=[C:19]([NH:23][C:24](=O)[O:25]C(C)=C)[CH:18]=2)=[CH:12][CH:11]=1)(=[O:6])[C:2]([CH3:5])([CH3:4])[CH3:3].Cl.CN.[CH3:34][N:35]1CCCC1>O1CCOCC1>[CH3:34][NH:35][C:24](=[O:25])[NH:23][C:19]1[CH:18]=[C:17]([O:16][C:13]2[CH:12]=[CH:11][C:10]([NH:9][C:8]([NH:7][C:1](=[O:6])[C:2]([CH3:3])([CH3:5])[CH3:4])=[O:30])=[N:15][CH:14]=2)[CH:22]=[CH:21][N:20]=1 |f:1.2|. Procedure details: A mixture of Example C2 (0.163 g, 0.394 mmol), methylamine hydrochloride (0.053 g, 0.789 mmol) and N-methylpyrrolidine (0.070 g, 0.828 mmol) in dioxane (3 mL) was heated at 80° C. overnight, cooled to RT, and concentrated to dryness. The residue was suspended in MeCN and the mixture was sonicated for a few minutes. The light beige solid was collected by filtration and washed with MeCN. This solid was partitioned with DCM and water with stirring for 15 min. The aqueous layer was separated and ext...